Dataset: the Open Reaction Database (ORD), a public repository of structured organic reaction records. Task: describe an organic reaction: reactants, conditions, products, and yield Reactants: Cl, Cl, Cl, CC1CN(C(C)CN2CCC(N)CC2)CCC1O, O=C(O)c1cc2c(OCc3coc4ccccc34)cccc2[nH]1. As a reaction SMILES: [ClH:24].[ClH:25].[ClH:26].[NH2:27][CH:28]1[CH2:29][CH2:30][N:31]([CH2:34][CH:35]([CH3:36])[N:37]2[CH2:38][CH:39]([CH3:44])[CH:40]([OH:43])[CH2:41][CH2:42]2)[CH2:32][CH2:33]1.[o:1]1[cH:2][c:3]([CH2:10][O:11][c:12]2[c:13]3[cH:14][c:15]([C:21](=[O:22])[OH:23])[nH:16][c:17]3[cH:18][cH:19][cH:20]2)[c:4]2[c:5]1[cH:6][cH:7][cH:8][cH:9]2>>[o:1]1[cH:2][c:3]([CH2:10][O:11][c:12]2[c:13]3[cH:14][c:15]([C:21](=[O:22])[NH:27][CH:28]4[CH2:29][CH2:30][N:31]([CH2:34][CH:35]([CH3:36])[N:37]5[CH2:38][CH:39]([CH3:44])[CH:40]([OH:43])[CH2:41][CH2:42]5)[CH2:32][CH2:33]4)[nH:16][c:17]3[cH:18][cH:19][cH:20]2)[c:4]2[c:5]1[cH:6][cH:7][cH:8][cH:9]2. Product: CC1CN(C(C)CN2CCC(NC(=O)c3cc4c(OCc5coc6ccccc56)cccc4[nH]3)CC2)CCC1O.